This data is from the Open Reaction Database (ORD), a public repository of structured organic reaction records. The task is: describe an organic reaction: reactants, conditions, products, and yield Reactants: C(C)[C@]12C[C@]([C@](C[C@H]2CCC2=CC(=CC=C12)O)(O)C1=NC=CC=C1)(O)C ((2R,3R,4aR,10aR)-4a-Ethyl-3-methyl-2-pyridin-2-yl-1,2,3,4,4a,9,10,10a-octahydrophenanthrene-2,3,7-triol), ICC(=O)N (iodoacetamide). Yields the product C(C)[C@@]12C=3C=CC(=CC3CC[C@@H]2C[C@]([C@](C1)(C)O)(C1=NC=CC=C1)O)OCC(=O)N ((4bR,6R,7R,8aR)-2-(4b-Ethyl-6,7-dihydroxy-6-methyl-7-pyridin-2-yl-4b,5,6,7,8,8a,9,10-octahydrophenanthren-2-yloxy)acetamide). As a reaction SMILES: [CH2:1]([C@:3]12[C:16]3[C:11](=[CH:12][C:13]([OH:17])=[CH:14][CH:15]=3)[CH2:10][CH2:9][C@@H:8]1[CH2:7][C@:6]([C:19]1[CH:24]=[CH:23][CH:22]=[CH:21][N:20]=1)([OH:18])[C@:5]([CH3:26])([OH:25])[CH2:4]2)[CH3:2].I[CH2:28][C:29]([NH2:31])=[O:30]>>[CH2:1]([C@@:3]12[CH2:4][C@:5]([OH:25])([CH3:26])[C@:6]([OH:18])([C:19]3[CH:24]=[CH:23][CH:22]=[CH:21][N:20]=3)[CH2:7][C@H:8]1[CH2:9][CH2:10][C:11]1[CH:12]=[C:13]([O:17][CH2:28][C:29]([NH2:31])=[O:30])[CH:14]=[CH:15][C:16]2=1)[CH3:2]. Procedure details: The title compound was prepared from the compound of Example 102 according to the procedure of Example 57, running the reaction at room temperature overnight and using iodoacetamide as the alkylating agent. Mass spectrum (m/e) 411 (M++1). The reactants are N1CCC(CC1)C1OC2=C(CN3C1=CC=C3)C=CC=C2 (11-(piperidin-4-yl)-5H,11H-pyrrolo[2,1-c][1,4]benzoxazepine), C(=O)([O-])[O-].[K+].[K+] (K2CO3), O(C1=CC=CC=C1)CCCBr (3-phenoxypropylbromide). The product is O(C1=CC=CC=C1)CCCN1CCC(CC1)C1OC2=C(CN3C1=CC=C3)C=CC=C2 (11-{1-[3-(Phenoxy)propyl]piperidin-4-yl}-5H,11H-pyrrolo[2,1-c][1,4]benzoxazepine). RXN SMILES: [NH:1]1[CH2:6][CH2:5][CH:4]([CH:7]2[C:13]3=[CH:14][CH:15]=[CH:16][N:12]3[CH2:11][C:10]3[CH:17]=[CH:18][CH:19]=[CH:20][C:9]=3[O:8]2)[CH2:3][CH2:2]1.C([O-])([O-])=O.[K+].[K+].[O:27]([CH2:34][CH2:35][CH2:36]Br)[C:28]1[CH:33]=[CH:32][CH:31]=[CH:30][CH:29]=1>>[O:27]([CH2:34][CH2:35][CH2:36][N:1]1[CH2:2][CH2:3][CH:4]([CH:7]2[C:13]3=[CH:14][CH:15]=[CH:16][N:12]3[CH2:11][C:10]3[CH:17]=[CH:18][CH:19]=[CH:20][C:9]=3[O:8]2)[CH2:5][CH2:6]1)[C:28]1[CH:33]=[CH:32][CH:31]=[CH:30][CH:29]=1 |f:1.2.3|. Procedure details: To a solution of 11-(piperidin-4-yl)-5H,11H-pyrrolo[2,1-c][1,4]benzoxazepine (5.07 g, 0.019 mole in 75 ml DMF), 10 g milled K2CO3 and 10 mg KI, was added a solution of 3-phenoxypropylbromide (4.78 g, 0.022 mole in 20 ml DMF).